This data is from the Open Reaction Database (ORD), a public repository of structured organic reaction records. The task is: describe an organic reaction: reactants, conditions, products, and yield Starting materials: C(C)OC(CN(C(C1=C(C=CC=C1)C1=C(C=CC=C1)C)=O)C)=O (N-methyl-N-[2-(methylphenyl)benzoyl]glycine ethyl ester), [OH-].[K+] (KOH). The solvent is CO.O (MeOH H2O). Yields the product CN(CC(=O)O)C(C1=C(C=CC=C1)C1=C(C=CC=C1)C)=O (N-methyl-N-[2-(methylphenyl)benzoyl]glycine). Isolated yield 48.9%. Reaction SMILES: C([O:3][C:4](=[O:23])[CH2:5][N:6]([CH3:22])[C:7](=[O:21])[C:8]1[CH:13]=[CH:12][CH:11]=[CH:10][C:9]=1[C:14]1[CH:19]=[CH:18][CH:17]=[CH:16][C:15]=1[CH3:20])C.[OH-].[K+]>CO.O>[CH3:22][N:6]([C:7](=[O:21])[C:8]1[CH:13]=[CH:12][CH:11]=[CH:10][C:9]=1[C:14]1[CH:19]=[CH:18][CH:17]=[CH:16][C:15]=1[CH3:20])[CH2:5][C:4]([OH:23])=[O:3] |f:1.2,3.4|. Procedure: N-methyl-N-[2-(methylphenyl)benzoyl]glycine ethyl ester (4.5 g, 14.45 mmol) and KOH (2.43 g, 43.4 mmol) in MeOH/H2O (200 mL/50 mL) were heated at reflux for 45 minutes. The solvent was removed and the residue dissolved in H2O. The aqueous solution was washed with Et2O and acidified with HCl (10%). The acidified aqueous layer was extracted with EtOAc, the EtOAc extract was washed with brine (2×), dried over (MgSO4) and evaporated. There was obtained N-methyl-N-[2-(methylphenyl)benzoyl]glycine (2.... The reactants are [OH-].[Na+] (Sodium hydroxide), C(#N)C(C(=O)OCC)CC1=CNC2=CC=CC=C12 (Ethyl 2-cyano-3-(3-indolyl)propionate), O (Water). Solvent: C(C)O (ethanol). Conditions: time 20 hour. Product: C(#N)C(C(=O)O)CC1=CNC2=CC=CC=C12 (2-Cyano-3-(3-indolyl)propionic acid). Reaction SMILES: [C:1]([CH:3]([CH2:9][C:10]1[C:18]2[C:13](=[CH:14][CH:15]=[CH:16][CH:17]=2)[NH:12][CH:11]=1)[C:4]([O:6]CC)=[O:5])#[N:2].[OH-].[Na+].O>C(O)C>[C:1]([CH:3]([CH2:9][C:10]1[C:18]2[C:13](=[CH:14][CH:15]=[CH:16][CH:17]=2)[NH:12][CH:11]=1)[C:4]([OH:6])=[O:5])#[N:2] |f:1.2|. Procedure details: Ethyl 2-cyano-3-(3-indolyl)propionate (350 mg, 1.45 mmol) (S. Masanori, et al., Heterocycles, 1981, 16: 941-9) was dissolved in ethanol (6 mL). 2N Sodium hydroxide solution (4 mL) was added and the reaction mixture was stirred at ambient temperature for 20 hours. Water (10 mL) was added and the ethanol was removed under reduced pressure. The pH of the aqueous solution was adjusted to approximately 1 with 6N hydrochloric acid solution and it was extracted with ethyl acetate. The ethyl acetate sol... Reactants: CSc1sc(C(=N)NC(=O)OC(C)(C)C)cc1S(=O)(=O)c1cccc(Br)c1, O=C([O-])[O-], Cc1ccccc1, CCO, C=Cc1ccc(B(O)O)cc1, [Na+], [Na+], c1ccc(P(c2ccccc2)(c2ccccc2)[Pd](P(c2ccccc2)(c2ccccc2)c2ccccc2)(P(c2ccccc2)(c2ccccc2)c2ccccc2)P(c2ccccc2)(c2ccccc2)c2ccccc2)cc1. The product is C=Cc1ccc(-c2cccc(S(=O)(=O)c3cc(C(=N)NC(=O)OC(C)(C)C)sc3SC)c2)cc1. Reaction SMILES: [C:12]([CH3:13])([CH3:14])([CH3:15])[O:16][C:17]([NH:18][C:19](=[NH:20])[c:21]1[s:22][c:23]([S:36][CH3:37])[c:24]([S:26](=[O:27])(=[O:28])[c:29]2[cH:30][c:31]([Br:35])[cH:32][cH:33][cH:34]2)[cH:25]1)=[O:38].[C:39](=[O:40])([O-:41])[O-:42].[CH3:122][c:123]1[cH:124][cH:125][cH:126][cH:127][cH:128]1.[CH3:129][CH2:130][OH:131].[CH:1](=[CH2:2])[c:3]1[cH:4][cH:5][c:6]([B:9]([OH:10])[OH:11])[cH:7][cH:8]1.[Na+:43].[Na+:44].[cH:45]1[cH:46][cH:47][c:48]([P:49]([Pd:50]([P:51]([c:52]2[cH:53][cH:54][cH:55][cH:56][cH:57]2)([c:58]2[cH:59][cH:60][cH:61][cH:62][cH:63]2)[c:64]2[cH:65][cH:66][cH:67][cH:68][cH:69]2)([P:70]([c:71]2[cH:72][cH:73][cH:74][cH:75][cH:76]2)([c:77]2[cH:78][cH:79][cH:80][cH:81][cH:82]2)[c:83]2[cH:84][cH:85][cH:86][cH:87][cH:88]2)[P:89]([c:90]2[cH:91][cH:92][cH:93][cH:94][cH:95]2)([c:96]2[cH:97][cH:98][cH:99][cH:100][cH:101]2)[c:102]2[cH:103][cH:104][cH:105][cH:106][cH:107]2)([c:108]2[cH:109][cH:110][cH:111][cH:112][cH:113]2)[c:114]2[cH:115][cH:116][cH:117][cH:118][cH:119]2)[cH:120][cH:121]1>>[CH:1](=[CH2:2])[c:3]1[cH:4][cH:5][c:6](-[c:31]2[cH:30][c:29]([S:26]([c:24]3[c:23]([S:36][CH3:37])[s:22][c:21]([C:19]([NH:18][C:17]([O:16][C:12]([CH3:13])([CH3:14])[CH3:15])=[O:38])=[NH:20])[cH:25]3)(=[O:27])=[O:28])[cH:34][cH:33][cH:32]2)[cH:7][cH:8]1. Reactants: FC=1C=CC=2NC3=CC=CC=C3SC2C1 (3-fluorophenothiazine), C(C)(=O)Cl (acetyl chloride). Solvent: C1=CC=CC=C1 (benzene). Product: C(C)(=O)N1C2=CC=CC=C2SC=2C=C(C=CC12)F (10-acetyl-3-fluorophenothiazine). Isolated yield 86.1%. Reaction SMILES: [F:1][C:2]1[CH:3]=[CH:4][C:5]2[NH:6][C:7]3[C:12]([S:13][C:14]=2[CH:15]=1)=[CH:11][CH:10]=[CH:9][CH:8]=3.[C:16](Cl)(=[O:18])[CH3:17]>C1C=CC=CC=1>[C:16]([N:6]1[C:5]2[CH:4]=[CH:3][C:2]([F:1])=[CH:15][C:14]=2[S:13][C:12]2[C:7]1=[CH:8][CH:9]=[CH:10][CH:11]=2)(=[O:18])[CH3:17]. Reported procedure: 108 grams of 3-fluorophenothiazine were dissolved in 1 liter of dry benzene. 75 grams of acetyl chloride were then added and the mixture heated under reflux for 4 hours, whereupon the mixture was evaporated. The residue was recrystallized from ethanol and 111 grams of 10-acetyl-3-fluorophenothiazine were obtained. MP: 125° Centigrade. The 111 grams of 10-acetyl-3-fluorophenothiazine were heated under reflux for 2 hours with 160 grams of anhydrous aluminium chloride in 800 milliliters of carbon d...